This data is from the Open Reaction Database (ORD), a public repository of structured organic reaction records. The task is: describe an organic reaction: reactants, conditions, products, and yield Starting materials: O.[OH-].[Li+] (Lithium hydroxide monohydrate), COC(CC1=CC2=CC=C(C=C2C(=C1C)C1=CC=C(C=C1)S(=O)(=O)C1=CC=C(C=C1)Cl)Cl)=O ({6-chloro-4-[4-(4-chloro-benzenesulfonyl)-phenyl]-3-methyl-naphthalen-2-yl}-acetic acid methyl ester). The solvent is hexanes, C1CCOC1.O (THF H2O). Conditions: time 16 hour. Yields the product ClC=1C=C2C(=C(C(=CC2=CC1)CC(=O)O)C)C1=CC=C(C=C1)S(=O)(=O)C1=CC=C(C=C1)Cl ({6-chloro-4-[4-(4-chloro-benzenesulfonyl)-phenyl]-3-methyl-naphthalen-2-yl}-acetic acid). Yield: 93.4%. RXN SMILES: O.[OH-].[Li+].C[O:5][C:6](=[O:36])[CH2:7][C:8]1[C:17]([CH3:18])=[C:16]([C:19]2[CH:24]=[CH:23][C:22]([S:25]([C:28]3[CH:33]=[CH:32][C:31]([Cl:34])=[CH:30][CH:29]=3)(=[O:27])=[O:26])=[CH:21][CH:20]=2)[C:15]2[C:10](=[CH:11][CH:12]=[C:13]([Cl:35])[CH:14]=2)[CH:9]=1>C1COCC1.O>[Cl:35][C:13]1[CH:14]=[C:15]2[C:10](=[CH:11][CH:12]=1)[CH:9]=[C:8]([CH2:7][C:6]([OH:36])=[O:5])[C:17]([CH3:18])=[C:16]2[C:19]1[CH:20]=[CH:21][C:22]([S:25]([C:28]2[CH:29]=[CH:30][C:31]([Cl:34])=[CH:32][CH:33]=2)(=[O:27])=[O:26])=[CH:23][CH:24]=1 |f:0.1.2,4.5|. Reported procedure: Lithium hydroxide monohydrate (0.015 g, 0.35 mmol) was added to a stirred solution of {6-chloro-4-[4-(4-chloro-benzenesulfonyl)-phenyl]-3-methyl-naphthalen-2-yl}-acetic acid methyl ester (0.043 g, 0.086 mmol) in a 3:1 THF—H2O mixture (4 mL). The reaction mixture was stirred for 16 hours at room temperature. The THF was distilled off under reduced pressure, and the crude residue was diluted with water, acidified [pH˜2] via the drop-wise addition of an aqueous solution of hydrochloric acid (6.0 N)... The reactants are ClC1=C(C#N)C=CC(=C1C#C[Si](C)(C)C)F (2-chloro-4-fluoro-3-((trimethylsilyl)ethynyl)benzonitrile), CSC[C@@H](C)N ((R)-1-(methylthio)propan-2-amine). The product is ClC1=C2C=CN(C2=CC=C1C#N)[C@@H](CSC)C ((R)-4-Chloro-1-(1-(methylthio)propan-2-yl)-1H-indole-5-carbonitrile). As a reaction SMILES: [Cl:1][C:2]1[C:9]([C:10]#[C:11][Si](C)(C)C)=[C:8](F)[CH:7]=[CH:6][C:3]=1[C:4]#[N:5].[CH3:17][S:18][CH2:19][C@H:20]([NH2:22])[CH3:21]>>[Cl:1][C:2]1[C:3]([C:4]#[N:5])=[CH:6][CH:7]=[C:8]2[C:9]=1[CH:10]=[CH:11][N:22]2[C@H:20]([CH3:21])[CH2:19][S:18][CH3:17]. Reported procedure: Synthesized in a manner similar to Example 36 using 2-chloro-4-fluoro-3-((trimethylsilyl)ethynyl)benzonitrile (Example 32B) and (R)-1-(methylthio)propan-2-amine (Example 27C): MS (ESI): m/z 265 (M+H). Reactants: C(C)(C)(C)O (tert-butanol), C1(=CC=C(OC)C=C1)C(=O)CC1=CC=C(OC)C=C1 (deoxyanisoin), CC(C)([O-])C.[K+] (potassium tert-butoxide), COC=CC(=O)OC (methyl 3-methoxyacrylate). The solvent is CCCCCC (n-hexane). Conditions: temperature 70 celsius, time 3 hour. The product is COC1=CC=C(C=C1)C(=CCC(=O)OC)C(=O)C1=CC=C(C=C1)OC (methyl 4,5-bis(4-methoxyphenyl)-5-oxo-3-pentenoate). The yield is 90.0%. As a reaction SMILES: C(O)(C)(C)C.[C:6]1([C:14]([CH2:16][C:17]2[CH:24]=[CH:23][C:20]([O:21][CH3:22])=[CH:19][CH:18]=2)=[O:15])[CH:13]=[CH:12][C:9]([O:10][CH3:11])=[CH:8][CH:7]=1.CC(C)([O-])C.[K+].CO[CH:33]=[CH:34][C:35]([O:37][CH3:38])=[O:36]>CCCCCC>[CH3:22][O:21][C:20]1[CH:19]=[CH:18][C:17]([C:16]([C:14]([C:6]2[CH:7]=[CH:8][C:9]([O:10][CH3:11])=[CH:12][CH:13]=2)=[O:15])=[CH:33][CH2:34][C:35]([O:37][CH3:38])=[O:36])=[CH:24][CH:23]=1 |f:2.3|. Procedure: To 430 ml of tert-butanol were added 128 g of deoxyanisoin, 67.3 g of potassium tert-butoxide and 116 g of methyl 3-methoxyacrylate, and the mixture was stirred at 70° C. for 3 hours. After the completion of reaction, the reaction mixture was allowed to stand at room temperature with addition of n-hexane. The product separating out was filtered off and dissolved with 1000 ml of ethyl acetate and 300 ml of 3N sulfuric acid. The organic layer was collected, washed with 3N sulfuric acid and a satur... Reactants: C1=CCN(Cc2ccccc2)C1, CC(C)=O, O, O=S(=O)(O)O. Product: OC1CN(Cc2ccccc2)CC1O. Reaction SMILES: [CH2:1]([c:2]1[cH:3][cH:4][cH:5][cH:6][cH:7]1)[N:8]1[CH2:9][CH:10]=[CH:11][CH2:12]1.[CH3:19][C:20](=[O:21])[CH3:22].[OH2:18].[S:13]([OH:14])(=[O:15])(=[O:16])[OH:17]>>[CH2:1]([c:2]1[cH:3][cH:4][cH:5][cH:6][cH:7]1)[N:8]1[CH2:9][CH:10]([OH:14])[CH:11]([OH:18])[CH2:12]1. The reactants are COc1ccc(Cn2cc(NC(=O)c3ccccc3OC(F)(F)F)c(-c3nc4cc(CN5CCOCC5)ccc4[nH]3)n2)cc1, COc1ccccc1, O=C(O)C(F)(F)F. The product is O=C(Nc1c[nH]nc1-c1nc2cc(CN3CCOCC3)ccc2[nH]1)c1ccccc1OC(F)(F)F. As a reaction SMILES: [CH3:1][O:2][c:3]1[cH:4][cH:5][c:6]([CH2:7][n:8]2[n:9][c:10](-[c:27]3[n:28][c:29]4[c:30]([nH:31]3)[cH:32][cH:33][c:34]([CH2:36][N:37]3[CH2:38][CH2:39][O:40][CH2:41][CH2:42]3)[cH:35]4)[c:11]([NH:13][C:14]([c:15]3[c:16]([O:21][C:22]([F:23])([F:24])[F:25])[cH:17][cH:18][cH:19][cH:20]3)=[O:26])[cH:12]2)[cH:43][cH:44]1.[CH3:45][O:46][c:47]1[cH:48][cH:49][cH:50][cH:51][cH:52]1.[OH:53][C:54]([C:55]([F:56])([F:57])[F:58])=[O:59]>>[nH:8]1[n:9][c:10](-[c:27]2[n:28][c:29]3[c:30]([nH:31]2)[cH:32][cH:33][c:34]([CH2:36][N:37]2[CH2:38][CH2:39][O:40][CH2:41][CH2:42]2)[cH:35]3)[c:11]([NH:13][C:14]([c:15]2[c:16]([O:21][C:22]([F:23])([F:24])[F:25])[cH:17][cH:18][cH:19][cH:20]2)=[O:26])[cH:12]1.